Dataset: the Open Reaction Database (ORD), a public repository of structured organic reaction records. Task: describe an organic reaction: reactants, conditions, products, and yield Reactants: COc1ccc(N)nc1Br, CC(=O)OC(=O)C(F)(F)F, O=C([O-])O, CCN(C(C)C)C(C)C, ClCCl, [Na+]. Yields the product COc1ccc(NC(=O)C(F)(F)F)nc1Br. As a reaction SMILES: [Br:1][c:2]1[n:3][c:4]([NH2:10])[cH:5][cH:6][c:7]1[O:8][CH3:9].[C:20](=[O:22])([O:23][C:24](=[O:21])[C:25]([F:26])([F:27])[F:28])[CH3:29].[C:30](=[O:31])([OH:32])[O-:33].[CH:11]([N:12]([CH2:13][CH3:14])[CH:15]([CH3:16])[CH3:17])([CH3:18])[CH3:19].[Cl:35][CH2:36][Cl:37].[Na+:34]>>[Br:1][c:2]1[n:3][c:4]([NH:10][C:24](=[O:23])[C:25]([F:26])([F:27])[F:28])[cH:5][cH:6][c:7]1[O:8][CH3:9]. Starting materials: CC(C)(C)OCc1n[nH]cc1C(=O)O, CC(C)N, CCN=C=NCCCN(C)C, CCOC(C)=O, CCN(C(C)C)C(C)C, Cl, CN(C)C=O. Product: CC(C)NC(=O)c1c[nH]nc1COC(C)(C)C. Reaction SMILES: [C:1]([CH3:2])([CH3:3])([CH3:4])[O:5][CH2:6][c:7]1[n:8][nH:9][cH:10][c:11]1[C:12](=[O:13])[OH:14].[CH3:24][CH:25]([NH2:26])[CH3:27].[CH3:29][N:30]([CH3:31])[CH2:32][CH2:33][CH2:34][N:35]=[C:36]=[N:37][CH2:38][CH3:39].[CH3:45][CH2:46][O:47][C:48](=[O:49])[CH3:50].[CH:15]([CH3:16])([CH3:17])[N:18]([CH:19]([CH3:20])[CH3:21])[CH2:22][CH3:23].[ClH:28].[O:40]=[CH:41][N:42]([CH3:43])[CH3:44]>>[C:1]([CH3:2])([CH3:3])([CH3:4])[O:5][CH2:6][c:7]1[n:8][nH:9][cH:10][c:11]1[C:12](=[O:14])[NH:18][CH:15]([CH3:16])[CH3:17]. Starting materials: C(C1=CC=CC=C1)OC1=C(C=O)C=C(C=C1)Br (2-benzyloxy-5-bromobenzaldehyde), NC=1SC(=NN1)C(=O)NCCC (2-amino-N-propyl-1,3,4-thiadiazole-5-carboxamide). Solvent: C1(=CC=CC=C1)C (toluene). Reaction conditions: time 16 hour. The product is C(C1=CC=CC=C1)OC1=C(CNC=2SC(=NN2)C(=O)NCCC)C=C(C=C1)Br (2-[N-(2-benzyloxy-5-bromobenzyl)amino]-N-propyl-1,3,4-thiadiazole-5-carboxamide). Reaction SMILES: [CH2:1]([O:8][C:9]1[CH:16]=[CH:15][C:14]([Br:17])=[CH:13][C:10]=1[CH:11]=O)[C:2]1[CH:7]=[CH:6][CH:5]=[CH:4][CH:3]=1.[NH2:18][C:19]1[S:20][C:21]([C:24]([NH:26][CH2:27][CH2:28][CH3:29])=[O:25])=[N:22][N:23]=1>C1(C)C=CC=CC=1>[CH2:1]([O:8][C:9]1[CH:16]=[CH:15][C:14]([Br:17])=[CH:13][C:10]=1[CH2:11][NH:18][C:19]1[S:20][C:21]([C:24]([NH:26][CH2:27][CH2:28][CH3:29])=[O:25])=[N:22][N:23]=1)[C:2]1[CH:7]=[CH:6][CH:5]=[CH:4][CH:3]=1. Procedure: A mixture of 2-benzyloxy-5-bromobenzaldehyde (4.2 g) and 2-amino-N-propyl-1,3,4-thiadiazole-5-carboxamide (2.7 g) in toluene (200 mL) was heated under reflux for 2 hours. The solvent was evaporated and residue was dissolved in ethanol (100 mL) and was heated under reflux for 3 hours then allowed to cool to ambient temperature. Sodium borohydride (0.53 g) was added and the reaction mixture was stirred for 16 hours then poured into water (500 mL). The aqueous mixture was extracted 4 times with eth... Starting materials: O=C([O-])[O-], CCOC(C)=O, O=C(CBr)c1ccc(Cl)cc1, [K+], [K+], CN(C)C=O, COC(=O)CCNc1nonc1-c1nc2ccccc2[nH]1. Product: COC(=O)CCNc1nonc1-c1nc2ccccc2n1CC(=O)c1ccc(Cl)cc1. As a reaction SMILES: [C:22](=[O:23])([O-:24])[O-:25].[CH3:44][CH2:45][O:46][C:47](=[O:48])[CH3:49].[Cl:28][c:29]1[cH:30][cH:31][c:32]([C:33]([CH2:34][Br:35])=[O:36])[cH:37][cH:38]1.[K+:26].[K+:27].[O:39]=[CH:40][N:41]([CH3:42])[CH3:43].[nH:1]1[c:2](-[c:10]2[c:11]([NH:15][CH2:16][CH2:17][C:18](=[O:19])[O:20][CH3:21])[n:12][o:13][n:14]2)[n:3][c:4]2[c:5]1[cH:6][cH:7][cH:8][cH:9]2>>[n:1]1[c:2](-[c:10]2[c:11]([NH:15][CH2:16][CH2:17][C:18](=[O:19])[O:20][CH3:21])[n:12][o:13][n:14]2)[n:3]([CH2:34][C:33]([c:32]2[cH:31][cH:30][c:29]([Cl:28])[cH:38][cH:37]2)=[O:36])[c:4]2[c:5]1[cH:6][cH:7][cH:8][cH:9]2. The reactants are BrC1=C(C(=NC(=C1F)F)F)Cl (4-bromo-3-chloro-2,5,6-trifluoropyridine), C(C)(C)(C)N (t-butylamine). Run in C(C)#N (acetonitrile). Yields the product BrC1=C(C(=NC(=C1Cl)F)NC(C)(C)C)F (4-bromo-2-(t-butylamino)-5-chloro-3,6-difluoropyridine). Yield: 103.2%. RXN SMILES: [Br:1][C:2]1[C:7]([F:8])=[C:6](F)[N:5]=[C:4]([F:10])[C:3]=1[Cl:11].[C:12]([NH2:16])([CH3:15])([CH3:14])[CH3:13]>C(#N)C>[Br:1][C:2]1[C:3]([Cl:11])=[C:4]([F:10])[N:5]=[C:6]([NH:16][C:12]([CH3:15])([CH3:14])[CH3:13])[C:7]=1[F:8]. Procedure details: To 40 ml of acetonitrile was dissolved 10.2 g of 4-bromo-3-chloro-2,5,6-trifluoropyridine and 10.5 g of t-butylamine, and the mixture was heated under reflux for 1 hour and the solvent and the like were distilled off under reduced pressure. To the residue was added 80 ml of chloroform and the mixture was washed with 50 ml of distilled water. The chloroform layer was dried over anhydrous magnesium sulfate and concentrated under reduced pressure to obtain 12.8 g of the title compound as reddish or... Reactants: [Li+].[OH-] (LiOH), COC=1C=C2C=C(N=C(C2=CC1OC)CCC)O (6,7-dimethoxy-1-propylisoquinolin-3-ol), 35134, Cl.ClCC=1C(=NC2=CC=C(C=C2C1)OCC1CC1)NCCNC(C)=O (N-(2-(3-(chloromethyl)-6-(cyclopropylmethoxy)quinolin-2-ylamino)ethyl)-acetamide hydrochloride), 47096B. The solvent is C1CCOC1 (THF). Conditions: temperature 160 celsius, time 1.5 hour. Yields the product C1(CC1)COC=1C=C2C=C(C(=NC2=CC1)NCCNC(C)=O)CC1=C(N=C(C2=CC(=C(C=C12)OC)OC)CCC)O (N-(2-(6-(cyclopropylmethoxy)-3-((3-hydroxy-6,7-dimethoxy-1-propylisoquinolin-4-yl)methyl)quinolin-2-ylamino)ethyl)acetamide). Reaction SMILES: [CH3:1][O:2][C:3]1[CH:4]=[C:5]2[C:10](=[CH:11][C:12]=1[O:13][CH3:14])[C:9]([CH2:15][CH2:16][CH3:17])=[N:8][C:7]([OH:18])=[CH:6]2.Cl.Cl[CH2:21][C:22]1[C:23]([NH:37][CH2:38][CH2:39][NH:40][C:41](=[O:43])[CH3:42])=[N:24][C:25]2[C:30]([CH:31]=1)=[CH:29][C:28]([O:32][CH2:33][CH:34]1[CH2:36][CH2:35]1)=[CH:27][CH:26]=2.[Li+].[OH-]>C1COCC1>[CH:34]1([CH2:33][O:32][C:28]2[CH:29]=[C:30]3[C:25](=[CH:26][CH:27]=2)[N:24]=[C:23]([NH:37][CH2:38][CH2:39][NH:40][C:41](=[O:43])[CH3:42])[C:22]([CH2:21][C:6]2[C:5]4[C:10](=[CH:11][C:12]([O:13][CH3:14])=[C:3]([O:2][CH3:1])[CH:4]=4)[C:9]([CH2:15][CH2:16][CH3:17])=[N:8][C:7]=2[OH:18])=[CH:31]3)[CH2:35][CH2:36]1 |f:1.2,3.4|. Procedure: To a solution of 6,7-dimethoxy-1-propylisoquinolin-3-ol RBO 35134 (151 mg, 0.6 mmol) in THF (13 mL) in a 20 mL microwave vial equipped with a magnetic stirrer was added N-(2-(3-(chloromethyl)-6-(cyclopropylmethoxy)quinolin-2-ylamino)ethyl)-acetamide hydrochloride SLA 47096B (235 mg, 0.6 mmol) followed by a 2 N aq. LiOH solution (0.612 mL, 1.2 mmol) and the mixture was stirred at 160° C. for 1.5 h under microwave irradiation. After cooling to RT, THF was removed at 40° C. under vacuum and the res...